From a dataset of the Open Reaction Database (ORD), a public repository of structured organic reaction records. describe an organic reaction: reactants, conditions, products, and yield Starting materials: C12CCCC(CCC1)C2C2=CC=C(OC[C@@H]1CN=C(O1)N)C=C2 ((S)-5-(4-bicyclo[3.3.1]non-9-yl-phenoxymethyl)-4,5-dihydro-oxazol-2-ylamine), C(C)OC(C#CC1CC1)=O (cyclopropyl-propynoic acid ethyl ester). Solvent: C(C)O (ethanol). Conditions: temperature 82 celsius, time 30 minute. Product: C12CCCC(CCC1)C2C2=CC=C(OC[C@@H]1CN3C(=NC(C=C3C3CC3)=O)O1)C=C2 ((S)-2-(4-Bicyclo[3.3.1]non-9-yl-phenoxymethyl)-5-cyclopropyl-2,3-dihydro-oxazolo[3,2-a]pyrimidin-7-one). Yield: 16.0%. As a reaction SMILES: [CH:1]12[CH:9]([C:10]3[CH:23]=[CH:22][C:13]([O:14][CH2:15][C@H:16]4[O:20][C:19]([NH2:21])=[N:18][CH2:17]4)=[CH:12][CH:11]=3)[CH:5]([CH2:6][CH2:7][CH2:8]1)[CH2:4][CH2:3][CH2:2]2.C([O:26][C:27](=O)[C:28]#[C:29][CH:30]1[CH2:32][CH2:31]1)C>C(O)C>[CH:1]12[CH:9]([C:10]3[CH:23]=[CH:22][C:13]([O:14][CH2:15][C@H:16]4[O:20][C:19]5=[N:21][C:27](=[O:26])[CH:28]=[C:29]([CH:30]6[CH2:32][CH2:31]6)[N:18]5[CH2:17]4)=[CH:12][CH:11]=3)[CH:5]([CH2:4][CH2:3][CH2:2]1)[CH2:6][CH2:7][CH2:8]2. Reported procedure: To a solution of (S)-5-(4-bicyclo[3.3.1]non-9-yl-phenoxymethyl)-4,5-dihydro-oxazol-2-ylamine (0.7 g, 2.23 mmol) (Example 20) in ethanol (40 mL) was added 0.462 g (3.35 mmol) of cyclopropyl-propynoic acid ethyl ester (Example 99). The reaction mixture was stirred at 82° C. for 30 minutes. The reaction mixture was concentrated and purified by chromatography on silica gel, eluting with MeOH/CH2Cl2 to afford 0.145 g of the title compound. [α]D25 −10.51 (c 0.5, CHCl3). The reactants are ClC=1C=C(C=CC1F)NC1=NC=NC2=C1C1=C(CCNCC1)S2 (N-(3-Chloro-4-fluorophenyl)-6,7,8,9-tetrahydro-5H-pyrimido[5′,4′:4,5]thieno[2,3-d]azepin-4-amine), Cl.CN(C/C=C/C(=O)O)C ((2E)-4-(Dimethylamino)but-2-enoic acid hydrochloride). The product is ClC=1C=C(C=CC1F)NC1=NC=NC2=C1C1=C(CCN(CC1)C(\C=C\CN(C)C)=O)S2 (N-(3-Chloro-4-fluorophenyl)-7-[(2E)-4-(dimethylamino)but-2-enoyl]-6,7,8,9-tetrahydro-5H-pyrimido[5′,4′:4,5]thieno[2,3-d]azepin-4-amine). Reaction SMILES: [Cl:1][C:2]1[CH:3]=[C:4]([NH:9][C:10]2[C:15]3[C:16]4[CH2:22][CH2:21][NH:20][CH2:19][CH2:18][C:17]=4[S:23][C:14]=3[N:13]=[CH:12][N:11]=2)[CH:5]=[CH:6][C:7]=1[F:8].Cl.[CH3:25][N:26]([CH3:33])[CH2:27]/[CH:28]=[CH:29]/[C:30](O)=[O:31]>>[Cl:1][C:2]1[CH:3]=[C:4]([NH:9][C:10]2[C:15]3[C:16]4[CH2:22][CH2:21][N:20]([C:30](=[O:31])/[CH:29]=[CH:28]/[CH2:27][N:26]([CH3:33])[CH3:25])[CH2:19][CH2:18][C:17]=4[S:23][C:14]=3[N:13]=[CH:12][N:11]=2)[CH:5]=[CH:6][C:7]=1[F:8] |f:1.2|. Reported procedure: The title compound was prepared in analogy to Example 89 from N-(3-chloro-4-fluorophenyl)-6,7,8,9-tetrahydro-5H-pyrimido[5′,4′:4,5]thieno[2,3-d]azepin-4-amine from Example 85A (100 mg, 0.29 mmol) and (2E)-4-(dimethylamino)but-2-enoic acid hydrochloride from Example 1A (66 mg, 0.40 mmol) to yield 89 mg (67%). The reactants are CN(S(=O)(=O)N1C(=NC(=C1)C(C=1SC=CC1)O)[Si](C)(C)C(C)(C)C)C (2-(tert-butyl-dimethyl-silanyl)-4-(hydroxy-thiophen-2-yl-methyl)-imidazole-1-sulfonic acid dimethylamide), [F-].C(CCC)[N+](CCCC)(CCCC)CCCC (tetrabutylammonium fluoride). Run in C1CCOC1 (THF). Run at time 3 hour. Product: CN(S(=O)(=O)N1C=NC(=C1)C(C=1SC=CC1)O)C (4-(hydroxy-thiophen-2-yl-methyl)-imidazole-1-sulfonic acid dimethylamide). Reaction SMILES: [CH3:1][N:2]([CH3:25])[S:3]([N:6]1[CH:10]=[C:9]([CH:11]([OH:17])[C:12]2[S:13][CH:14]=[CH:15][CH:16]=2)[N:8]=[C:7]1[Si](C(C)(C)C)(C)C)(=[O:5])=[O:4].[F-].C([N+](CCCC)(CCCC)CCCC)CCC>C1COCC1>[CH3:1][N:2]([CH3:25])[S:3]([N:6]1[CH:10]=[C:9]([CH:11]([OH:17])[C:12]2[S:13][CH:14]=[CH:15][CH:16]=2)[N:8]=[CH:7]1)(=[O:5])=[O:4] |f:1.2|. Reported procedure: 2-(tert-butyl-dimethyl-silanyl)-4-(hydroxy-thiophen-2-yl-methyl)-imidazole-1-sulfonic acid dimethylamide (Intermediate-E1) (2.5 g, 6.2 mmol) in THF (60 mL) was treated with tetrabutylammonium fluoride (TBAF) (6.9 mL of a 1M soln) at 0° C. for 1 h and at rt for 3 h. The reaction mixture was subjected to an aqueous work-up and the product was purified by chromatography on silica gel with EtOAc to give 4-(hydroxy-thiophen-2-yl-methyl)-imidazole-1-sulfonic acid dimethylamide as a white solid, 1.43 g... Starting materials: 61e, C12C=3C=C(C=CC3CC(CC1)N2)N (12-Aza-tricyclo[7.2.1.0*2,7*]dodeca-2(7),3,5-trien-4-ylamine), ClC1=NC=C(C(=N1)N[C@H]1[C@@H](CCCC1)NS(=O)(=O)C)Cl (N-[(1R,2R)-2-(2,5-dichloro-pyrimidin-4-ylamino)-cyclohexyl]-methanesulfonamide). The product is C12C=3C=C(C=CC3CC(CC1)N2)NC2=NC=C(C(=N2)N[C@H]2[C@@H](CCCC2)NS(=O)(=O)C)Cl (N-{(1R,2R)-2-[2-(12-Aza-tricyclo[7.2.1.0*2,7*]dodeca-2(7),3,5-trien-4-ylamino)-5-chloro-pyrimidin-4-ylamino]-cyclohexyl}-methanesulfonamide). RXN SMILES: [CH:1]12[NH:12][CH:9]([CH2:10][CH2:11]1)[CH2:8][C:7]1[CH:6]=[CH:5][C:4]([NH2:13])=[CH:3][C:2]2=1.Cl[C:15]1[N:20]=[C:19]([NH:21][C@@H:22]2[CH2:27][CH2:26][CH2:25][CH2:24][C@H:23]2[NH:28][S:29]([CH3:32])(=[O:31])=[O:30])[C:18]([Cl:33])=[CH:17][N:16]=1>>[CH:1]12[NH:12][CH:9]([CH2:10][CH2:11]1)[CH2:8][C:7]1[CH:6]=[CH:5][C:4]([NH:13][C:15]3[N:20]=[C:19]([NH:21][C@@H:22]4[CH2:27][CH2:26][CH2:25][CH2:24][C@H:23]4[NH:28][S:29]([CH3:32])(=[O:30])=[O:31])[C:18]([Cl:33])=[CH:17][N:16]=3)=[CH:3][C:2]2=1. Procedure details: Following a procedure analogous to 61e, 12-Aza-tricyclo[7.2.1.0*2,7*]dodeca-2(7),3,5-trien-4-ylamine (200 mg, 1.15 mmol) and N-[(1R,2R)-2-(2,5-dichloro-pyrimidin-4-ylamino)-cyclohexyl]-methanesulfonamide (389 mg, 1.15 mmol) were converted to the title compound isolated as an ivory solid (430 mg, 78%) %), isolated as a mixture of diastereomers. 1HNMR (400 MHz, DMSO-d6) δ 9.1 (s, 1H), 7.9 (s, 1H), 7.5 (s, 0.5H), 7.4 (s, 0.5H), 7.3 (appt t, 1H, J=7.8 Hz), 7.2 (d, 0.5H, J=8.1 Hz), 7.1 (d, 0.5H, J=8.... Reactants: CCOc1cc(C(C)(C)C)ncc1C1=NC(C)(c2ccc(Cl)cc2)C(C)(c2ccc(Cl)cc2)N1C(=O)Cl, COC(=O)CC1CCNCC1. Product: CCOc1cc(C(C)(C)C)ncc1C1=NC(C)(c2ccc(Cl)cc2)C(C)(c2ccc(Cl)cc2)N1C(=O)N1CCC(CC(=O)OC)CC1. Reaction SMILES: [C:1]([CH3:2])([CH3:3])([CH3:4])[c:5]1[cH:6][c:7]([O:35][CH2:36][CH3:37])[c:8]([C:11]2=[N:15][C:14]([CH3:16])([c:17]3[cH:18][cH:19][c:20]([Cl:23])[cH:21][cH:22]3)[C:13]([CH3:24])([c:25]3[cH:26][cH:27][c:28]([Cl:31])[cH:29][cH:30]3)[N:12]2[C:32](=[O:33])[Cl:34])[cH:9][n:10]1.[CH3:38][O:39][C:40]([CH2:41][CH:42]1[CH2:43][CH2:44][NH:45][CH2:46][CH2:47]1)=[O:48]>>[C:1]([CH3:2])([CH3:3])([CH3:4])[c:5]1[cH:6][c:7]([O:35][CH2:36][CH3:37])[c:8]([C:11]2=[N:15][C:14]([CH3:16])([c:17]3[cH:18][cH:19][c:20]([Cl:23])[cH:21][cH:22]3)[C:13]([CH3:24])([c:25]3[cH:26][cH:27][c:28]([Cl:31])[cH:29][cH:30]3)[N:12]2[C:32](=[O:33])[N:45]2[CH2:44][CH2:43][CH:42]([CH2:41][C:40]([O:39][CH3:38])=[O:48])[CH2:47][CH2:46]2)[cH:9][n:10]1. Reactants: Br, COc1ncc(-c2ccc(CN(C)C)cc2)c2c(O)cccc12, CC(=O)O, O. The product is CN(C)Cc1ccc(-c2c[nH]c(=O)c3cccc(O)c23)cc1. As a reaction SMILES: [BrH:24].[CH3:1][N:2]([CH3:3])[CH2:4][c:5]1[cH:6][cH:7][c:8](-[c:11]2[cH:12][n:13][c:14]([O:22][CH3:23])[c:15]3[cH:16][cH:17][cH:18][c:19]([OH:21])[c:20]23)[cH:9][cH:10]1.[CH3:26][C:27](=[O:28])[OH:29].[OH2:25]>>[CH3:1][N:2]([CH3:3])[CH2:4][c:5]1[cH:6][cH:7][c:8](-[c:11]2[cH:12][nH:13][c:14](=[O:22])[c:15]3[cH:16][cH:17][cH:18][c:19]([OH:21])[c:20]23)[cH:9][cH:10]1. Starting materials: [Pb](SC#N)SC#N (Lead thiocyanate), ClCl (chlorine), C1OC2=C(C=CC=C2)O1 (1,2-Methylenedioxybenzene). The solvent is C(C)(=O)O (acetic acid). Run at time 15 minute. The product is C1OC=2C=C(C=CC2O1)SC#N (3,4-methylenedioxyphenyl thiocyanate). Isolated yield 161.8%. As a reaction SMILES: [Pb](SC#N)[S:2][C:3]#[N:4].ClCl.[CH2:10]1[O:18][C:13]2[CH:14]=[CH:15][CH:16]=[CH:17][C:12]=2[O:11]1>C(O)(=O)C>[CH2:10]1[O:18][C:13]2[CH:14]=[CH:15][C:16]([S:2][C:3]#[N:4])=[CH:17][C:12]=2[O:11]1. Procedure: Lead thiocyanate (45 g, 139 mmol) was added in portions to a stirred solution of chlorine (20.3 g, 290 mmol) in anhydrous acetic acid (600 ml) under an atmosphere of argon. The mixture was stirred for 15 minutes. 1,2-Methylenedioxybenzene (35 g, 286 mmol) was added in one portion. The mixture was stirred for 1 hour and then filtered. The filtrate was added to ice-water (3.5 liters). The precipitated solid was collected by filtration, dissolved in ethyl acetate and dried (MgSO4). The solvent was ...